Dataset: the Open Reaction Database (ORD), a public repository of structured organic reaction records. Task: describe an organic reaction: reactants, conditions, products, and yield Starting materials: C(=O)C=1C=C2C(=CN(C2=CC1)CCC)CC1=C(C=C(C(=O)OC)C=C1)OC (methyl 4-(5-formyl-1-propylindol-3-ylmethyl)-3-methoxybenzoate), CC(C)([O-])C.[K+] (potassium tert-butoxide), [Cl-].COC[P+](C1=CC=CC=C1)(C1=CC=CC=C1)C1=CC=CC=C1 ((methoxymethyl)triphenylphosphonium chloride), Cl (hydrochloric acid). The solvent is O1CCCC1 (tetrahydrofuran), O1CCCC1 (tetrahydrofuran), O1CCCC1 (tetrahydrofuran). Conditions: time 15 minute. Yields the product COC=CC=1C=C2C(=CN(C2=CC1)CCC)CC1=C(C=C(C(=O)OC)C=C1)OC (methyl 4-[5-(2-methoxyvinyl)-1-propylindol-3-ylmethyl]-3-methoxybenzoate). The yield is 55.7%. RXN SMILES: [CH3:1][C:2](C)([O-:4])C.[K+].[Cl-].[CH3:8]OC[P+](C1C=CC=CC=1)(C1C=CC=CC=1)C1C=CC=CC=1.C([C:32]1[CH:33]=[C:34]2[C:38](=[CH:39][CH:40]=1)[N:37]([CH2:41][CH2:42][CH3:43])[CH:36]=[C:35]2[CH2:44][C:45]1[CH:54]=[CH:53][C:48]([C:49]([O:51][CH3:52])=[O:50])=[CH:47][C:46]=1[O:55][CH3:56])=O.Cl>O1CCCC1>[CH3:8][O:4][CH:2]=[CH:1][C:32]1[CH:33]=[C:34]2[C:38](=[CH:39][CH:40]=1)[N:37]([CH2:41][CH2:42][CH3:43])[CH:36]=[C:35]2[CH2:44][C:45]1[CH:54]=[CH:53][C:48]([C:49]([O:51][CH3:52])=[O:50])=[CH:47][C:46]=1[O:55][CH3:56] |f:0.1,2.3|. Procedure: A solution of potassium tert-butoxide (0.92 g) in dry tetrahydrofuran (10 ml) was added to a stirred suspension of (methoxymethyl)triphenylphosphonium chloride (2.8 g) in tetrahydrofuran (30 ml) under a nitrogen atmosphere, at ice-bath temperature. After 15 min, a solution of methyl 4-(5-formyl-1-propylindol-3-ylmethyl)-3-methoxybenzoate (2.0 g) in tetrahydrofuran (20 ml) was added dropwise. After 30 min, the mixture was poured onto water, and acidified with 1M hydrochloric acid. The mixture was...